This data is from the Open Reaction Database (ORD), a public repository of structured organic reaction records. The task is: describe an organic reaction: reactants, conditions, products, and yield Reactants: [OH-].[Na+] (sodium hydroxide), NC1=C(N=NN1CC1=CC(=C(C(=C1)Cl)SC1=CC=C(C=C1)Cl)Cl)C(=O)N (5-amino-1-(4-[4-chlorophenylthio]-3,5-dichlorobenzyl)-1,2,3-triazole-4-carboxamide), FC(C(=O)O)(F)F (trifluoroacetic acid), OO (hydrogen peroxide). Run in C(C)OCC (diethyl ether), C(C)(=O)O (acetic acid), C(C)OCC (diethyl ether), O (water), C(C)(=O)O (acetic acid). Reaction conditions: temperature 0 celsius, time 45 minute. Yields the product NC1=C(N=NN1CC1=CC(=C(C(=C1)Cl)S(=O)C1=CC=C(C=C1)Cl)Cl)C(=O)N (5-amino-1-(4-[4-chlorophenylsulfinyl]-3,5-dichlorobenzyl)-1,2,3-triazole-4-carboxamide). Yield: 95.1%. Reaction SMILES: [NH2:1][C:2]1[N:6]([CH2:7][C:8]2[CH:13]=[C:12]([Cl:14])[C:11]([S:15][C:16]3[CH:21]=[CH:20][C:19]([Cl:22])=[CH:18][CH:17]=3)=[C:10]([Cl:23])[CH:9]=2)[N:5]=[N:4][C:3]=1[C:24]([NH2:26])=[O:25].FC(F)(F)C(O)=[O:30].OO.[OH-].[Na+]>C(O)(=O)C.O.C(OCC)C>[NH2:1][C:2]1[N:6]([CH2:7][C:8]2[CH:13]=[C:12]([Cl:14])[C:11]([S:15]([C:16]3[CH:17]=[CH:18][C:19]([Cl:22])=[CH:20][CH:21]=3)=[O:30])=[C:10]([Cl:23])[CH:9]=2)[N:5]=[N:4][C:3]=1[C:24]([NH2:26])=[O:25] |f:3.4|. Procedure details: A stirred solution of 5-amino-1-(4-[4-chlorophenylthio]-3,5-dichlorobenzyl)-1,2,3-triazole-4-carboxamide (176 mg, 0.409 mmol) in glacial acetic acid (10 ml) was treated at ambient temperature with trifluoroacetic acid (94.3 μl, 139 mg, 1.23 mmol) and 30% aqueous hydrogen peroxide (2.72 ml). The mixture was stirred 45 minutes, diluted with glacial acetic acid (3.0 ml), stirred 3.25 hours, and diluted with water (100 ml). The mixture was cooled to 0° C., a small volume of diethyl ether was added, ... Starting materials: Cl.FC1(CNC1)F (3,3-difluoro-azetidine hydrochloride), Example 1, C(=O)(OC(C)(C)C)N[C@@H]([C@@H](C)CC)C(=O)O (Boc-(L)-isoleucine), Cl (HCl). Product: Cl.N[C@H](C(=O)N1CC(C1)(F)F)C(CC)C ((S)-2-amino-1-(3,3-difluoro-azetidin-1-yl)-3-methyl-pentan-1-one hydrochloride). Reaction SMILES: [ClH:1].[F:2][C:3]1([F:7])[CH2:6][NH:5][CH2:4]1.C([NH:15][C@H:16]([C:21](O)=[O:22])[C@H:17]([CH2:19][CH3:20])[CH3:18])(OC(C)(C)C)=O.Cl>>[ClH:1].[NH2:15][C@@H:16]([CH:17]([CH3:18])[CH2:19][CH3:20])[C:21]([N:5]1[CH2:6][C:3]([F:7])([F:2])[CH2:4]1)=[O:22] |f:0.1,4.5|. Procedure details: (S)-2-amino-1-(3,3-difluoro-azetidin-1-yl)-3-methyl-pentan-1-one hydrochloride was prepared by coupling 3,3-difluoro-azetidine hydrochloride (WO 0047582) with Boc-(L)-isoleucine followed by HCl deprotection as analogously described in Example 1 (mp 195° C. dec.). Reactants: COCCOC, CO, O=C(OO)c1cccc(Cl)c1, ClCCl, Fc1cnc2[nH]ccc2c1. Yields the product [O-][n+]1cc(F)cc2cc[nH]c21. As a reaction SMILES: [CH2:27]([CH2:28][O:29][CH3:30])[O:31][CH3:32].[CH3:22][OH:23].[Cl:11][c:12]1[cH:13][cH:14][cH:15][c:16]([C:17]([O:18][OH:20])=[O:19])[cH:21]1.[Cl:24][CH2:25][Cl:26].[F:1][c:2]1[cH:3][c:4]2[c:5]([n:6][cH:7]1)[nH:8][cH:9][cH:10]2>>[F:1][c:2]1[cH:3][c:4]2[c:5]([n+:6]([O-:19])[cH:7]1)[nH:8][cH:9][cH:10]2. Starting materials: CN1CCN(Cc2ccccc2)CC(NC(=O)c2n[nH]c3ccccc23)C1, CC(=O)OC(C)=O, ClCCl. Product: CC(=O)n1nc(C(=O)NC2CN(C)CCN(Cc3ccccc3)C2)c2ccccc21. Reaction SMILES: [CH2:1]([c:2]1[cH:3][cH:4][cH:5][cH:6][cH:7]1)[N:8]1[CH2:9][CH2:10][N:11]([CH3:27])[CH2:12][CH:13]([NH:15][C:16](=[O:17])[c:18]2[n:19][nH:20][c:21]3[cH:22][cH:23][cH:24][cH:25][c:26]23)[CH2:14]1.[CH3:28][C:29](=[O:30])[O:31][C:32](=[O:33])[CH3:34].[Cl:35][CH2:36][Cl:37]>>[CH2:1]([c:2]1[cH:3][cH:4][cH:5][cH:6][cH:7]1)[N:8]1[CH2:9][CH2:10][N:11]([CH3:27])[CH2:12][CH:13]([NH:15][C:16](=[O:17])[c:18]2[n:19][n:20]([C:29]([CH3:28])=[O:30])[c:21]3[cH:22][cH:23][cH:24][cH:25][c:26]23)[CH2:14]1.